From a dataset of the Open Reaction Database (ORD), a public repository of structured organic reaction records. describe an organic reaction: reactants, conditions, products, and yield Yields the product CC(C)OP(=O)(OC(C)C)c1ccc(P(=O)(OC(C)C)OC(C)C)cc1. Reactants: CC(C)OP(=O)OC(C)C (effective_coupling_partner), CC(C)(C)C(=O)Oc1ccc(Cl)cc1 (substrate). Run at temperature 100 celsius, time 24 hour. The reagents and catalysts are dcype. The reactants are C=CCNc1ccc(F)cc1, CN(C)c1ccncc1, CCN(C(C)C)C(C)C, COC(=O)CC(=O)Cl, ClCCl, O. Product: C=CCN(C(=O)CC(=O)OC)c1ccc(F)cc1. Reaction SMILES: [CH2:9]([CH:10]=[CH2:11])[NH:12][c:13]1[cH:14][cH:15][c:16]([F:19])[cH:17][cH:18]1.[CH3:30][N:31]([c:32]1[cH:33][cH:34][n:35][cH:36][cH:37]1)[CH3:38].[CH:20]([N:21]([CH2:22][CH3:23])[CH:24]([CH3:25])[CH3:26])([CH3:27])[CH3:28].[Cl:1][C:2]([CH2:3][C:4](=[O:5])[O:6][CH3:7])=[O:8].[Cl:39][CH2:40][Cl:41].[OH2:29]>>[C:2]([CH2:3][C:4](=[O:5])[O:6][CH3:7])(=[O:8])[N:12]([CH2:9][CH:10]=[CH2:11])[c:13]1[cH:14][cH:15][c:16]([F:19])[cH:17][cH:18]1. Starting materials: resultant mixture, C([O-])([O-])=O.[K+].[K+] (potassium carbonate), CI (methyl iodide), COC=1C=C(/C=C/C2=NC=3N(C(N(C(C3N2)=O)CC)=O)CC)C=CC1OC ((E)-8-(3,4-Dimethoxystyryl)-1,3-diethylxanthine). Solvent: CN(C=O)C (dimethylformamide). Product: COC=1C=C(/C=C/C2=NC=3N(C(N(C(C3N2C)=O)CC)=O)CC)C=CC1OC ((E)- 8-(3,4-Dimethoxystyryl)-1,3-diethyl-7-methylxanthine). The yield is 67.4%. RXN SMILES: [CH3:1][O:2][C:3]1[CH:4]=[C:5]([CH:23]=[CH:24][C:25]=1[O:26][CH3:27])/[CH:6]=[CH:7]/[C:8]1[NH:16][C:15]2[C:14](=[O:17])[N:13]([CH2:18][CH3:19])[C:12](=[O:20])[N:11]([CH2:21][CH3:22])[C:10]=2[N:9]=1.[C:28](=O)([O-])[O-].[K+].[K+].CI>CN(C)C=O>[CH3:1][O:2][C:3]1[CH:4]=[C:5]([CH:23]=[CH:24][C:25]=1[O:26][CH3:27])/[CH:6]=[CH:7]/[C:8]1[N:16]([CH3:28])[C:15]2[C:14](=[O:17])[N:13]([CH2:18][CH3:19])[C:12](=[O:20])[N:11]([CH2:21][CH3:22])[C:10]=2[N:9]=1 |f:1.2.3|. Procedure: Compound 64 (1.20 g, 3.24 mmol) obtained in Example 7 was dissolved in 25 ml of dimethylformamide. To the solution were added 1.12 g (8.10 mmol) of potassium carbonate and subsequently 0.40 ml (6.49 mmol) of methyl iodide, and the resultant mixture was stirred at 50° C. for 30 minutes. After cooling, insoluble matters were filtered off, and 100 ml of water was added to the filtrate. The mixture was extracted three times with 50 ml of chloroform. The extract was washed twice with water and once w... Reactants: Brc1cccc2cc[nH]c12, O=C([O-])[O-], C1COCCO1, ClCCl, [K+], [K+], O, OB(O)c1ccccc1. Yields the product c1ccc(-c2cccc3cc[nH]c23)cc1. As a reaction SMILES: [Br:1][c:2]1[cH:3][cH:4][cH:5][c:6]2[cH:7][cH:8][nH:9][c:10]12.[C:20](=[O:21])([O-:22])[O-:23].[CH2:29]1[O:30][CH2:31][CH2:32][O:33][CH2:34]1.[Cl:26][CH2:27][Cl:28].[K+:24].[K+:25].[OH2:35].[OH:11][B:12]([OH:13])[c:14]1[cH:15][cH:16][cH:17][cH:18][cH:19]1>>[c:2]1(-[c:14]2[cH:15][cH:16][cH:17][cH:18][cH:19]2)[cH:3][cH:4][cH:5][c:6]2[cH:7][cH:8][nH:9][c:10]12. The reactants are CC(Nc1nccc(-n2cnc3ccccc32)n1)c1cn(C(=O)OC(C)(C)C)c2ccccc12, ClCCl, O=C(O)C(F)(F)F. The product is CC(Nc1nccc(-n2cnc3ccccc32)n1)c1c[nH]c2ccccc12. As a reaction SMILES: [C:1]([O:2][C:3](=[O:4])[n:8]1[cH:9][c:10]([CH:17]([CH3:18])[NH:19][c:20]2[n:21][cH:22][cH:23][c:24](-[n:26]3[cH:27][n:28][c:29]4[c:30]3[cH:31][cH:32][cH:33][cH:34]4)[n:25]2)[c:11]2[cH:12][cH:13][cH:14][cH:15][c:16]12)([CH3:5])([CH3:6])[CH3:7].[CH2:42]([Cl:43])[Cl:44].[F:35][C:36]([F:37])([F:38])[C:39]([OH:40])=[O:41]>>[nH:8]1[cH:9][c:10]([CH:17]([CH3:18])[NH:19][c:20]2[n:21][cH:22][cH:23][c:24](-[n:26]3[cH:27][n:28][c:29]4[c:30]3[cH:31][cH:32][cH:33][cH:34]4)[n:25]2)[c:11]2[cH:12][cH:13][cH:14][cH:15][c:16]12. The reactants are Cl (HCl), C(C)(C)(C)[S@](=O)N1C(CCC1)C1=C(C=CC(=C1)F)O[C@H]1COCC1 (1-((S)-tert-butylsulfinyl)-2-(5-fluoro-2-(((R)-tetrahydrofuran-3-yl)oxy)phenyl)pyrrolidine). The solvent is O1CCOCC1 (Dioxane). Reaction conditions: time 4 hour. Yields the product Cl.FC=1C=CC(=C(C1)C1NCCC1)O[C@H]1COCC1 (2-(5-fluoro-2-(((R)-tetrahydrofuran-3-yl)oxy)phenyl)pyrrolidine hydrochloride). As a reaction SMILES: [ClH:1].C([S@@]([N:8]1[CH2:12][CH2:11][CH2:10][CH:9]1[C:13]1[CH:18]=[C:17]([F:19])[CH:16]=[CH:15][C:14]=1[O:20][C@@H:21]1[CH2:25][CH2:24][O:23][CH2:22]1)=O)(C)(C)C>O1CCOCC1>[ClH:1].[F:19][C:17]1[CH:16]=[CH:15][C:14]([O:20][C@@H:21]2[CH2:25][CH2:24][O:23][CH2:22]2)=[C:13]([CH:9]2[CH2:10][CH2:11][CH2:12][NH:8]2)[CH:18]=1 |f:3.4|. Procedure: 4M HCl solution (in Dioxane) (20 mL) was added to stirred solution of 1-((S)-tert-butylsulfinyl)-2-(5-fluoro-2-(((R)-tetrahydrofuran-3-yl)oxy)phenyl)pyrrolidine (4.1 g, 11.54 mmol) in Dioxane (25 mL) and stirring was continued at 20-35° C. for 4 h. After which the reaction mixture was concentrated under reduced pressure to afford the crude product. The crude product was purified by washing with diethyl ether to afford 3.2 g of the title compound as a white solid. MS (ESI): 288.2 (M+H). Starting materials: ClC=1C=C(C(=O)Cl)C=CC1Cl (3,4-dichlorobenzoyl chloride), C(C)O (ethanol). Conditions: time 2 hour. Yields the product C(C)OC(C1=CC(=C(C=C1)Cl)Cl)=O (ethyl-3,4-dichlorobenzoate). Yield: 73.0%. RXN SMILES: [Cl:1][C:2]1[CH:3]=[C:4]([CH:8]=[CH:9][C:10]=1[Cl:11])[C:5](Cl)=[O:6].[CH2:12]([OH:14])[CH3:13]>>[CH2:12]([O:14][C:5](=[O:6])[C:4]1[CH:8]=[CH:9][C:10]([Cl:11])=[C:2]([Cl:1])[CH:3]=1)[CH3:13]. Procedure: A mixture of 42 g (0.2 mol) 3,4-dichlorobenzoyl chloride and 200 ml ethanol was heated to boiling for 2 hours, evaporated, the residue taken up in ether, the solution washed with NaHCO3 -solution and water, dried and evaporated. The distillation yielded 32 g (73% theor.) ethyl-3,4-dichlorobenzoate with a BP of 84° C./0.13 mbar and a mp of 33° to 35° C. Starting materials: CC(C)(C)[Si](C)(C)Cl, CN(C)C=O, CCOC(C)=O, NC(=O)Cc1ccc(O)c(Cl)c1, c1c[nH]cn1. Yields the product CC(C)(C)[Si](C)(C)Oc1ccc(CC(N)=O)cc1Cl. Reaction SMILES: [C:18]([CH3:19])([CH3:20])([CH3:21])[Si:22]([CH3:23])([CH3:24])[Cl:25].[CH3:26][N:27]([CH3:28])[CH:29]=[O:30].[CH3:31][CH2:32][O:33][C:34](=[O:35])[CH3:36].[Cl:1][c:2]1[cH:3][c:4]([CH2:9][C:10](=[O:11])[NH2:12])[cH:5][cH:6][c:7]1[OH:8].[nH:13]1[cH:14][cH:15][n:16][cH:17]1>>[Cl:1][c:2]1[cH:3][c:4]([CH2:9][C:10](=[O:11])[NH2:12])[cH:5][cH:6][c:7]1[O:8][Si:22]([C:18]([CH3:19])([CH3:20])[CH3:21])([CH3:23])[CH3:24].